This data is from the Open Reaction Database (ORD), a public repository of structured organic reaction records. The task is: describe an organic reaction: reactants, conditions, products, and yield Reactants: [OH-].[Na+] (NaOH), C(C)OC(=O)C=1NC2=CC=C(C=C2C1C)Cl (5-chloro-3-methyl-1H-indole-2-carboxylic acid ethyl ester). Run in CO (methanol). Reaction conditions: temperature 25 celsius, time 18 hour. Product: ClC=1C=C2C(=C(NC2=CC1)C(=O)O)C (5-Chloro-3-methyl-1H-indole-2-carboxylic acid). RXN SMILES: [OH-].[Na+].C([O:5][C:6]([C:8]1[NH:9][C:10]2[C:15]([C:16]=1[CH3:17])=[CH:14][C:13]([Cl:18])=[CH:12][CH:11]=2)=[O:7])C>CO>[Cl:18][C:13]1[CH:14]=[C:15]2[C:10](=[CH:11][CH:12]=1)[NH:9][C:8]([C:6]([OH:7])=[O:5])=[C:16]2[CH3:17] |f:0.1|. Reported procedure: 2N NaOH (20 mL) was added to a suspension of 5-chloro-3-methyl-1H-indole-2-carboxylic acid ethyl ester (7.0 g, 29.4 mmol) in methanol (50 mL) and the resulting mixture stirred at 25° C. for 18 hours. Tetrahydroturan (100 mL) was added and the resulting solution heated at reflux for 30 minutes and concentrated. The residue was dissolved in water and the resulting solution extracted twice with ethyl acetate. The aqueous layer was acidified and the precipitate collected by filtration and washed wit... Reactants: Brc1cccc(-c2ccccc2)c1, CC(=O)Cl, CCOCC, [Cd+2], [Cl-], [Cl-], [Cl-], [Mg], [NH4+], O, O, O. The product is CC(=O)c1cccc(-c2ccccc2)c1. RXN SMILES: [Br:1][c:2]1[cH:3][c:4](-[c:8]2[cH:9][cH:10][cH:11][cH:12][cH:13]2)[cH:5][cH:6][cH:7]1.[CH3:15][C:16]([Cl:17])=[O:18].[CH3:21][CH2:22][O:23][CH2:24][CH3:25].[Cd+2:29].[Cl-:19].[Cl-:28].[Cl-:30].[Mg:14].[NH4+:20].[OH2:26].[OH2:27].[OH2:31]>>[c:2]1([C:16]([CH3:15])=[O:18])[cH:3][c:4](-[c:8]2[cH:9][cH:10][cH:11][cH:12][cH:13]2)[cH:5][cH:6][cH:7]1. Reactants: CC(C)(C)OC(=O)N1CCC(O)CC1, N#Cc1ccc(F)cc1, [H-], [Na+], CN(C)C=O. Product: CC(C)(C)OC(=O)N1CCC(Oc2ccc(C#N)cc2)CC1. As a reaction SMILES: [C:1](=[O:2])([O:3][C:4]([CH3:5])([CH3:6])[CH3:7])[N:8]1[CH2:9][CH2:10][CH:11]([OH:14])[CH2:12][CH2:13]1.[F:17][c:18]1[cH:19][cH:20][c:21]([C:22]#[N:23])[cH:24][cH:25]1.[H-:15].[Na+:16].[O:26]=[CH:27][N:28]([CH3:29])[CH3:30]>>[C:1](=[O:2])([O:3][C:4]([CH3:5])([CH3:6])[CH3:7])[N:8]1[CH2:9][CH2:10][CH:11]([O:14][c:18]2[cH:19][cH:20][c:21]([C:22]#[N:23])[cH:24][cH:25]2)[CH2:12][CH2:13]1.